From a dataset of the Open Reaction Database (ORD), a public repository of structured organic reaction records. describe an organic reaction: reactants, conditions, products, and yield Starting materials: ClC1=C(C(=O)O)C=C(C=N1)Cl (2,5-dichloronicotinic acid), C(C)O (ethanol), S(O)(O)(=O)=O (sulfuric acid), C([O-])(O)=O.[Na+] (sodium bicarbonate). Run in C1(=CC=CC=C1)C (toluene). Reaction conditions: temperature 130 celsius. Yields the product ClC1=C(C(=O)OCC)C=C(C=N1)Cl (Ethyl 2,5-dichloronicotinate). RXN SMILES: [Cl:1][C:2]1[N:10]=[CH:9][C:8]([Cl:11])=[CH:7][C:3]=1[C:4]([OH:6])=[O:5].[CH2:12](O)[CH3:13].S(=O)(=O)(O)O.C(=O)(O)[O-].[Na+]>C1(C)C=CC=CC=1>[Cl:1][C:2]1[N:10]=[CH:9][C:8]([Cl:11])=[CH:7][C:3]=1[C:4]([O:6][CH2:12][CH3:13])=[O:5] |f:3.4|. Procedure details: To a solution of 2,5-dichloronicotinic acid (30 g, 0.16 mol) in toluene (100 ml) was added ethanol (50 ml) and conc. sulfuric acid (1 ml). The reaction mixture was heated at 130° C. for 3 days with stirring. Then the reaction mixture was cooled and poured into sat. sodium bicarbonate solution. The whole mixture was extracted with ethyl acetate. The organic phase was washed with brine, dried (sodium sulfate), and concentrated to afford 34 g (quant.) of title compound: The reactants are O=P(Cl)(Cl)Cl (POCl3), C(C)(C)N(C(C)C)CC (N,N-diisopropylethylamine), O=P(Cl)(Cl)Cl (POCl3), OC1=NC=CC(=C1[N+](=O)[O-])O (2,4-dihydroxy-3-nitropyridine), OC1=NC=CC(=C1[N+](=O)[O-])O (2,4-dihydroxy-3-nitropyridine), C(C)(C)N(C(C)C)CC (DIPEA), C(C)(C)N(C(C)C)CC (DIPEA), C(C)(C)N(C(C)C)CC (DIPEA), O=P(Cl)(Cl)Cl (POCl3), O=P(Cl)(Cl)Cl (POCl3), P(=O)(Cl)(Cl)Cl (Phosphorus oxychloride), C(C)(C)N(C(C)C)CC (DIPEA). The solvent is C1(=CC=CC=C1)C (toluene). Reaction conditions: temperature 47 celsius. The product is ClC1=C(C(NC=C1)=O)[N+](=O)[O-] (4-chloro-3-nitropyridin-2(1H)-one). As a reaction SMILES: [OH:1][C:2]1[C:7]([N+:8]([O-:10])=[O:9])=[C:6](O)[CH:5]=[CH:4][N:3]=1.P(Cl)(Cl)([Cl:14])=O.C(N(CC)C(C)C)(C)C>C1(C)C=CC=CC=1>[Cl:14][C:6]1[CH:5]=[CH:4][NH:3][C:2](=[O:1])[C:7]=1[N+:8]([O-:10])=[O:9]. Procedure: A 150 mL flask is charged with 2,4-dihydroxy-3-nitropyridine (Compound XII) (10.0 g, 0.064 mole), and toluene (30 mL). The mixture is stirred at moderate speed and warmed to 47° C. Phosphorus oxychloride (POCl3) (4.4 g, 0.0289 moles) is added over 10 minutes, via a syringe pump, giving an exotherm to 49° C. N,N-diisopropylethylamine (DIPEA) (2.22 g, 0.017 moles) is added over 10 minutes, giving an exotherm to 51° C. Another portion of POCl3 (4.4 g, 0.0289 moles) is added over 10 minutes, followe... Reactants: CN1C(N(C(C=2C1=CNC2)=O)C)=O (1,3-Dimethyl-1H-pyrrolo[3,4-d]pyrimidine-2,4(3H,6H)-dione), C([O-])([O-])=O.[Cs+].[Cs+] (caesium carbonate), ClCCSC(C1=CC=CC=C1)(C1=CC=CC=C1)C1=CC=CC=C1 ((2-chloroethyl)(trityl)sulfane), [I-].[K+] (potassium iodide). Solvent: CC(=O)N(C)C (dimethylacetamide), CCOCC (Et2O). Conditions: temperature 50 celsius, time 41.7 hour. Yields the product CN1C(N(C(C=2C1=CN(C2)CCSC(C2=CC=CC=C2)(C2=CC=CC=C2)C2=CC=CC=C2)=O)C)=O (1,3-Dimethyl-6-(2-(tritylthio)ethyl)-1H-pyrrolo[3,4-d]pyrimidine-2,4(3H,6H)-dione). RXN SMILES: [CH3:1][N:2]1[C:7]2=[CH:8][NH:9][CH:10]=[C:6]2[C:5](=[O:11])[N:4]([CH3:12])[C:3]1=[O:13].Cl[CH2:15][CH2:16][S:17][C:18]([C:31]1[CH:36]=[CH:35][CH:34]=[CH:33][CH:32]=1)([C:25]1[CH:30]=[CH:29][CH:28]=[CH:27][CH:26]=1)[C:19]1[CH:24]=[CH:23][CH:22]=[CH:21][CH:20]=1.[I-].[K+].C(=O)([O-])[O-].[Cs+].[Cs+]>CC(N(C)C)=O.CCOCC>[CH3:1][N:2]1[C:7]2=[CH:8][N:9]([CH2:15][CH2:16][S:17][C:18]([C:25]3[CH:30]=[CH:29][CH:28]=[CH:27][CH:26]=3)([C:19]3[CH:20]=[CH:21][CH:22]=[CH:23][CH:24]=3)[C:31]3[CH:36]=[CH:35][CH:34]=[CH:33][CH:32]=3)[CH:10]=[C:6]2[C:5](=[O:11])[N:4]([CH3:12])[C:3]1=[O:13] |f:2.3,4.5.6|. Reported procedure: 1,3-Dimethyl-1H-pyrrolo[3,4-d]pyrimidine-2,4(3H,6H)-dione) (step 2)(10 g, 55.8 mmol), (2-chloroethyl)(trityl)sulfane (step 1) (20.81 g, 61.4 mmol), potassium iodide (1.853 g, 11.16 mmol) and caesium carbonate (36.4 g, 112 mmol) were suspended in anhydrous dimethylacetamide (250 mL), forming a dark orange suspension. The vessel was evacuated and back-filled with N2 (×3) and stirred under nitrogen at 50° C. for 41.7 h. The reaction was cooled to room temperature and decanted slowly into a stirring... Procedure: (P-443): In an 8 mL vial equipped with a stir bar was placed 4-(3′-chloro-2-fluoro-6-methoxy-biphenyl-3-ylmethyl)-phenylamine (I-35) synthesized above (100 mg, 0.293 mmol), 2-bromothiazole (52.1 μL, 0.585 mmol), 10% aqueous ethanol (1.5 mL) and concentrated hydrochloric acid (48.8 μL, 0.585 mmol). The mixture was heated to 90° C. for 18 hours and then cooled to room temperature. After water (30 mL) and 5% aqueous potassium carbonate (30 mL) were added, the aqueous portion was extracted with ethy... Isolated yield 45.0%. Product: ClC=1C=C(C=CC1)C1=C(C(=CC=C1OC)CC1=CC=C(C=C1)NC=1SC=CN1)F ([4-(3′-chloro-2-fluoro-6-methoxy-biphenyl-3-ylmethyl)-phenyl]-thiazol-2-yl-amine). Reaction conditions: temperature 90 celsius. Reaction SMILES: [Cl:1][C:2]1[CH:3]=[C:4]([C:8]2[C:13]([O:14][CH3:15])=[CH:12][CH:11]=[C:10]([CH2:16][C:17]3[CH:22]=[CH:21][C:20]([NH2:23])=[CH:19][CH:18]=3)[C:9]=2[F:24])[CH:5]=[CH:6][CH:7]=1.Br[C:26]1[S:27][CH:28]=[CH:29][N:30]=1.Cl.C(=O)([O-])[O-].[K+].[K+]>O.C(O)C>[Cl:1][C:2]1[CH:3]=[C:4]([C:8]2[C:13]([O:14][CH3:15])=[CH:12][CH:11]=[C:10]([CH2:16][C:17]3[CH:18]=[CH:19][C:20]([NH:23][C:26]4[S:27][CH:28]=[CH:29][N:30]=4)=[CH:21][CH:22]=3)[C:9]=2[F:24])[CH:5]=[CH:6][CH:7]=1 |f:3.4.5|. The reactants are BrC=1SC=CN1 (2-bromothiazole), Cl (hydrochloric acid), ClC=1C=C(C=CC1)C1=C(C(=CC=C1OC)CC1=CC=C(C=C1)N)F (4-(3′-chloro-2-fluoro-6-methoxy-biphenyl-3-ylmethyl)-phenylamine), C([O-])([O-])=O.[K+].[K+] (potassium carbonate). Solvent: C(C)O (ethanol), O (water). The reactants are [Al+3], CCOC(C)=O, COC(=O)c1ccc(OC)c(-c2ccc3c(c2COc2cc(F)ccc2C)N(C)C(=O)C(C)(C)N3)c1, [H-], [H-], [H-], [H-], [Li+], C1CCOC1, O. Yields the product COc1ccc(CO)cc1-c1ccc2c(c1COc1cc(F)ccc1C)N(C)C(=O)C(C)(C)N2. RXN SMILES: [Al+3:38].[CH3:43][CH2:44][O:45][C:46](=[O:47])[CH3:48].[F:1][c:2]1[cH:3][cH:4][c:5]([CH3:36])[c:6]([O:7][CH2:8][c:9]2[c:10](-[c:23]3[c:24]([O:33][CH3:34])[cH:25][cH:26][c:27]([C:29](=[O:30])[O:31][CH3:32])[cH:28]3)[cH:11][cH:12][c:13]3[c:18]2[N:17]([CH3:19])[C:16](=[O:20])[C:15]([CH3:21])([CH3:22])[NH:14]3)[cH:35]1.[H-:37].[H-:40].[H-:41].[H-:42].[Li+:39].[O:50]1[CH2:51][CH2:52][CH2:53][CH2:54]1.[OH2:49]>>[F:1][c:2]1[cH:3][cH:4][c:5]([CH3:36])[c:6]([O:7][CH2:8][c:9]2[c:10](-[c:23]3[c:24]([O:33][CH3:34])[cH:25][cH:26][c:27]([CH2:29][OH:30])[cH:28]3)[cH:11][cH:12][c:13]3[c:18]2[N:17]([CH3:19])[C:16](=[O:20])[C:15]([CH3:21])([CH3:22])[NH:14]3)[cH:35]1. Reactants: CCOC(=O)C1OC(C)(C)OC1c1cc2c(cc1OC)CCn1c3c(c(-c4cccs4)c1-2)CCCCN(C(C)(C)C)C3=O, C1CCOC1, CCO, [Cl-], [NH4+]. The product is COc1cc2c(cc1C1OC(C)(C)OC1CO)-c1c(-c3cccs3)c3c(n1CC2)C(=O)N(C(C)(C)C)CCCC3. RXN SMILES: [C:1]([CH3:2])([CH3:3])([CH3:4])[N:5]1[C:6](=[O:43])[c:7]2[c:8]([c:9](-[c:34]3[s:35][cH:36][cH:37][cH:38]3)[c:10]3[n:11]2[CH2:12][CH2:13][c:14]2[cH:15][c:16]([O:32][CH3:33])[c:17]([CH:20]4[CH:21]([C:27](=[O:28])[O:29][CH2:30][CH3:31])[O:22][C:23]([CH3:25])([CH3:26])[O:24]4)[cH:18][c:19]2-3)[CH2:39][CH2:40][CH2:41][CH2:42]1.[CH2:46]1[O:47][CH2:48][CH2:49][CH2:50]1.[CH3:51][CH2:52][OH:53].[Cl-:44].[NH4+:45]>>[C:1]([CH3:2])([CH3:3])([CH3:4])[N:5]1[C:6](=[O:43])[c:7]2[c:8]([c:9](-[c:34]3[s:35][cH:36][cH:37][cH:38]3)[c:10]3[n:11]2[CH2:12][CH2:13][c:14]2[cH:15][c:16]([O:32][CH3:33])[c:17]([CH:20]4[CH:21]([CH2:27][OH:28])[O:22][C:23]([CH3:25])([CH3:26])[O:24]4)[cH:18][c:19]2-3)[CH2:39][CH2:40][CH2:41][CH2:42]1.